This data is from the Open Reaction Database (ORD), a public repository of structured organic reaction records. The task is: describe an organic reaction: reactants, conditions, products, and yield The reactants are COC(=N)c1cnccn1, CO, NCC(N)(c1ccc(F)cc1)c1ccc(F)cc1. Yields the product Fc1ccc(C2(c3ccc(F)cc3)CNC(c3cnccn3)=N2)cc1. As a reaction SMILES: [CH3:19][O:20][C:21](=[NH:22])[c:23]1[n:24][cH:25][cH:26][n:27][cH:28]1.[CH3:29][OH:30].[F:1][c:2]1[cH:3][cH:4][c:5]([C:8]([CH2:9][NH2:10])([NH2:11])[c:12]2[cH:13][cH:14][c:15]([F:18])[cH:16][cH:17]2)[cH:6][cH:7]1>>[F:1][c:2]1[cH:3][cH:4][c:5]([C:8]2([c:12]3[cH:13][cH:14][c:15]([F:18])[cH:16][cH:17]3)[CH2:9][NH:10][C:21]([c:23]3[n:24][cH:25][cH:26][n:27][cH:28]3)=[N:11]2)[cH:6][cH:7]1.